This data is from the Open Reaction Database (ORD), a public repository of structured organic reaction records. The task is: describe an organic reaction: reactants, conditions, products, and yield Reactants: COc1cccc(CBr)n1, Cc1ccc(C(=O)c2c[nH]c3ccccc3c2=O)cc1C, CN(C)C=O, [H-], [Na+]. Product: COc1cccc(Cn2cc(C(=O)c3ccc(C)c(C)c3)c(=O)c3ccccc32)n1. RXN SMILES: [Br:24][CH2:25][c:26]1[n:27][c:28]([O:32][CH3:33])[cH:29][cH:30][cH:31]1.[CH3:1][c:2]1[cH:3][c:4]([C:5](=[O:6])[c:7]2[cH:8][nH:9][c:10]3[cH:11][cH:12][cH:13][cH:14][c:15]3[c:16]2=[O:17])[cH:18][cH:19][c:20]1[CH3:21].[CH3:34][N:35]([CH3:36])[CH:37]=[O:38].[H-:22].[Na+:23]>>[CH3:1][c:2]1[cH:3][c:4]([C:5](=[O:6])[c:7]2[cH:8][n:9]([CH2:25][c:26]3[n:27][c:28]([O:32][CH3:33])[cH:29][cH:30][cH:31]3)[c:10]3[cH:11][cH:12][cH:13][cH:14][c:15]3[c:16]2=[O:17])[cH:18][cH:19][c:20]1[CH3:21]. The reactants are CC1(C)OCc2cc(Cl)cc(Br)c2O1, Cn1cnc(C=O)c1. The product is Cn1cnc(C(O)c2cc(Cl)cc3c2OC(C)(C)OC3)c1. Reaction SMILES: [Br:1][c:2]1[cH:3][c:4]([Cl:14])[cH:5][c:6]2[c:7]1[O:8][C:9]([CH3:12])([CH3:13])[O:10][CH2:11]2.[CH3:15][n:16]1[cH:17][n:18][c:19]([CH:21]=[O:22])[cH:20]1>>[c:2]1([CH:21]([c:19]2[n:18][cH:17][n:16]([CH3:15])[cH:20]2)[OH:22])[cH:3][c:4]([Cl:14])[cH:5][c:6]2[c:7]1[O:8][C:9]([CH3:12])([CH3:13])[O:10][CH2:11]2.